Dataset: the Open Reaction Database (ORD), a public repository of structured organic reaction records. Task: describe an organic reaction: reactants, conditions, products, and yield Reactants: C(C)OC(=O)N1CCN(CC1)C(=O)C(CC=1N=CNC1)N (4-ethoxycarbonyl-1-(1-amino-2-(imidazol-4-yl)ethyl)carbonylpiperazine), C(=O)(O)C1=NC2=CC=CC=C2C(=C1)OC (2-carboxy-4-methoxyquinoline), CCN=C=NCCCN(C)C.Cl (EDCl), C=1C=CC2=C(C1)N=NN2O (HOBt). The solvent is C(Cl)Cl (methylene chloride), C(C)N(CC)CC (triethylamine), C1CCOC1 (THF), C(C)N(CC)CC (triethylamine), C1CCOC1 (THF), C(Cl)Cl (methylene chloride), CO (MeOH). Reaction conditions: time 8 hour. Product: C(C)OC(=O)N1CCN(CC1)C(=O)C(CC=1N=CNC1)NC(=O)C1=NC2=CC=CC=C2C(=C1)OC (2-[1-(4-(ethoxycarbonyl)piperazin-1-yl)carbonyl-2-(imidazol-4-yl)ethyl]aminocarbonyl-4-methoxyquinoline). As a reaction SMILES: [C:1]([C:4]1[CH:13]=[C:12]([O:14][CH3:15])[C:11]2[C:6](=[CH:7][CH:8]=[CH:9][CH:10]=2)[N:5]=1)([OH:3])=O.[CH2:16]([O:18][C:19]([N:21]1[CH2:26][CH2:25][N:24]([C:27]([CH:29]([NH2:36])[CH2:30][C:31]2[N:32]=[CH:33][NH:34][CH:35]=2)=[O:28])[CH2:23][CH2:22]1)=[O:20])[CH3:17].CCN=C=NCCCN(C)C.Cl.C1C=CC2N(O)N=NC=2C=1>C1COCC1.C(Cl)Cl.CO.C(N(CC)CC)C>[CH2:16]([O:18][C:19]([N:21]1[CH2:26][CH2:25][N:24]([C:27]([CH:29]([NH:36][C:1]([C:4]2[CH:13]=[C:12]([O:14][CH3:15])[C:11]3[C:6](=[CH:7][CH:8]=[CH:9][CH:10]=3)[N:5]=2)=[O:3])[CH2:30][C:31]2[N:32]=[CH:33][NH:34][CH:35]=2)=[O:28])[CH2:23][CH2:22]1)=[O:20])[CH3:17] |f:2.3|. Reported procedure: To a solution of N-t-butoxycarbonylhistidine (2 g, 7.05 mmol) in THF (30 mL) was added 1-ethoxycarbonylpiperazine (1.36 mL, 1.3 eq.), EDCI (1.65 g, 1.2 eq. ), HOBt (1.2 g, 1.1 eq.) and the reaction mixture was stirred overnight. The reaction mixture was evaporated in vacuo to afford a crude product, which was dissolved in ethyl acetate, washed with saturated NaHCO3, 1M NaHSO4 and brine. The organic layer was evaporated. Flash column chromatography with 2%–6% MeOH in CH2Cl2 afforded 4-ethoxycarbo... Reactants: ClC1=CC=C(OC2=CC=C(O[C@H]3CNCC3)C=C2)C=C1 ((R)-3-[4-(4-Chloro-phenoxy)-phenoxy]-pyrrolidine), COC(CCCBr)=O (methyl-4-bromobutyrate), C([O-])([O-])=O.[K+].[K+] (potassium carbonate). Solvent: CN(C=O)C (dimethylformamide). Conditions: temperature 60 celsius. Product: COC(CCCN1C[C@@H](CC1)OC1=CC=C(C=C1)OC1=CC=C(C=C1)Cl)=O (4-{(R)-3-[4-(4-Chloro-phenoxy)-phenoxy]-pyrrolidin-1-yl}-butyric acid methyl ester). Yield: 21.2%. Reaction SMILES: [Cl:1][C:2]1[CH:20]=[CH:19][C:5]([O:6][C:7]2[CH:18]=[CH:17][C:10]([O:11][C@@H:12]3[CH2:16][CH2:15][NH:14][CH2:13]3)=[CH:9][CH:8]=2)=[CH:4][CH:3]=1.[CH3:21][O:22][C:23](=[O:28])[CH2:24][CH2:25][CH2:26]Br.C(=O)([O-])[O-].[K+].[K+]>CN(C)C=O>[CH3:21][O:22][C:23](=[O:28])[CH2:24][CH2:25][CH2:26][N:14]1[CH2:15][CH2:16][C@@H:12]([O:11][C:10]2[CH:17]=[CH:18][C:7]([O:6][C:5]3[CH:19]=[CH:20][C:2]([Cl:1])=[CH:3][CH:4]=3)=[CH:8][CH:9]=2)[CH2:13]1 |f:2.3.4|. Reported procedure: (R)-3-[4-(4-Chloro-phenoxy)-phenoxy]-pyrrolidine (344 mg, 1.05 mmol) was taken into anhydrous dimethylformamide (5 mL), and methyl-4-bromobutyrate (209 mg, 1.16 mmol), potassium carbonate (290 mg, 2.1 mmol) was added. The reaction was sealed and heated to 60° C. and left to react for 24 h. The mixture was then partitioned between ethyl acetate and water. The aqueous layer was washed with ethyl acetate 3×. The combined organic layers were washed with brine, dried over sodium sulfate and concentra... Starting materials: NCCSCC=1OC2=C(C1)C=CC(=C2)CN(C)C (2-(2-aminoethylthiomethyl)-6-(dimethylaminomethyl)benzofuran), C(#N)N=C(SC)SC (dimethyl cyanodithioimidocarbonate). Run in C(C)#N (acetonitrile). Run at time 2 hour. The product is C(#N)NC(SC)=NCCSCC=1OC2=C(C1)C=CC(=C2)CN(C)C (N-Cyano-N'-[ 2-(6-dimethylaminomethyl-2-benzofuranylmethylthio)ethyl]-S-methylisothiourea). Reaction SMILES: [NH2:1][CH2:2][CH2:3][S:4][CH2:5][C:6]1[O:7][C:8]2[CH:14]=[C:13]([CH2:15][N:16]([CH3:18])[CH3:17])[CH:12]=[CH:11][C:9]=2[CH:10]=1.[C:19]([N:21]=[C:22](SC)[S:23][CH3:24])#[N:20]>C(#N)C>[C:19]([NH:21][C:22](=[N:1][CH2:2][CH2:3][S:4][CH2:5][C:6]1[O:7][C:8]2[CH:14]=[C:13]([CH2:15][N:16]([CH3:18])[CH3:17])[CH:12]=[CH:11][C:9]=2[CH:10]=1)[S:23][CH3:24])#[N:20]. Reported procedure: A solution of 2-(2-aminoethylthiomethyl)-6-(dimethylaminomethyl)benzofuran (12.0 g, 0.0454 mole) and dimethyl cyanodithioimidocarbonate (7.0 g., 0.048 mole) in acetonitrile (48 ml.) is allowed to stand 2 hours at room temperature. The solvent is evaporated at reduced pressure and the viscous oily residue is chromatographed on a column of 250 g. of silica gel. Elution with 8% methanol in chloroform removes the product. There is obtained 14.6 g. (89%) of N-cyano-N'-[2-(6-dimethylaminomethyl-2-(ben...